From a dataset of the Open Reaction Database (ORD), a public repository of structured organic reaction records. describe an organic reaction: reactants, conditions, products, and yield The reactants are C, CCOCC1CN(C(=O)c2cc(OC)c(OC)c(OC)c2)CCN1Cc1ccccc1, CO, Cl, [H][H], [Pd]. The product is Cl, CCOCC1CN(C(=O)c2cc(OC)c(OC)c(OC)c2)CCN1. Reaction SMILES: [C:37].[CH2:2]([c:3]1[cH:4][cH:5][cH:6][cH:7][cH:8]1)[N:9]1[CH:10]([CH2:29][O:30][CH2:31][CH3:32])[CH2:11][N:12]([C:15]([c:16]2[cH:17][c:18]([O:26][CH3:27])[c:19]([O:24][CH3:25])[c:20]([O:22][CH3:23])[cH:21]2)=[O:28])[CH2:13][CH2:14]1.[CH3:33][OH:34].[ClH:1].[H:35][H:36].[Pd:38]>>[ClH:1].[NH:9]1[CH:10]([CH2:29][O:30][CH2:31][CH3:32])[CH2:11][N:12]([C:15]([c:16]2[cH:17][c:18]([O:26][CH3:27])[c:19]([O:24][CH3:25])[c:20]([O:22][CH3:23])[cH:21]2)=[O:28])[CH2:13][CH2:14]1. Starting materials: O=C(OOC(=O)c1ccccc1)c1ccccc1, ClC(Cl)(Cl)Cl, Cc1cc(C)cc(Oc2nc(Cl)nc(Cl)c2C(C)C)c1, O=C1CCC(=O)N1Br, [W]. The product is Cc1cc(CBr)cc(Oc2nc(Cl)nc(Cl)c2C(C)C)c1. As a reaction SMILES: [C:29]([O:30][O:31][C:32](=[O:33])[c:34]1[cH:35][cH:36][cH:37][cH:38][cH:39]1)(=[O:40])[c:41]1[cH:42][cH:43][cH:44][cH:45][cH:46]1.[C:47]([Cl:48])([Cl:49])([Cl:50])[Cl:51].[Cl:1][c:2]1[n:3][c:4]([O:12][c:13]2[cH:14][c:15]([CH3:20])[cH:16][c:17]([CH3:19])[cH:18]2)[c:5]([CH:9]([CH3:10])[CH3:11])[c:6]([Cl:8])[n:7]1.[O:21]=[C:22]1[N:23]([Br:28])[C:24](=[O:25])[CH2:26][CH2:27]1.[W:52]>>[Cl:1][c:2]1[n:3][c:4]([O:12][c:13]2[cH:14][c:15]([CH3:20])[cH:16][c:17]([CH2:19][Br:28])[cH:18]2)[c:5]([CH:9]([CH3:10])[CH3:11])[c:6]([Cl:8])[n:7]1. The reactants are N[C@@H](C)C1=NN2C(C(N1C1=CC=CC=C1)=O)=C(C=C2)C ((S)-2-(1-Aminoethyl)-5-methyl-3-phenylpyrrolo[2,1-f][1,2,4]triazin-4(3H)-one), ClC1=NC=NC=C1I (4-chloro-5-iodopyrimidine), [F-].[Cs+] (cesium fluoride), C(C)(C)N(C(C)C)CC (N,N-diisopropylethylamine). RXN SMILES: [NH2:1][C@H:2]([C:4]1[N:9]([C:10]2[CH:15]=[CH:14][CH:13]=[CH:12][CH:11]=2)[C:8](=[O:16])[C:7]2=[C:17]([CH3:20])[CH:18]=[CH:19][N:6]2[N:5]=1)[CH3:3].Cl[C:22]1[C:27]([I:28])=[CH:26][N:25]=[CH:24][N:23]=1.[F-].[Cs+].C(N(CC)C(C)C)(C)C>>[I:28][C:27]1[C:22]([NH:1][C@H:2]([C:4]2[N:9]([C:10]3[CH:15]=[CH:14][CH:13]=[CH:12][CH:11]=3)[C:8](=[O:16])[C:7]3=[C:17]([CH3:20])[CH:18]=[CH:19][N:6]3[N:5]=2)[CH3:3])=[N:23][CH:24]=[N:25][CH:26]=1 |f:2.3|. Reported procedure: (S)-2-(1-Aminoethyl)-5-methyl-3-phenylpyrrolo[2,1-f][1,2,4]triazin-4(3H)-one (400 mg, 1.49 mmol) was treated 4-chloro-5-iodopyrimidine (538 mg, 2.24 mmol), cesium fluoride (453 mg, 2.98 mmol) and N,N-diisopropylethylamine (1.3 mL, 7.46 mol) according to Preparation 13. The residue was purified by reverse phase using SP1® Purification System to give 230 mg (33% yield) of the title compound as a solid. Purity 100%. Product: IC=1C(=NC=NC1)N[C@@H](C)C1=NN2C(C(N1C1=CC=CC=C1)=O)=C(C=C2)C ((S)-2-(1-((5-Iodopyrimidin-4-yl)amino)ethyl)-5-methyl-3-phenylpyrrolo[2,1-f][1,2,4]triazin-4(3H)-one). The yield is 32.7%. Reactants: C(\C=C\C1=CC=CC=C1)NCCNC=1C=NC=CC1 ((E)-N-cinnamyl-N'-(3-pyridyl)ethylenediamine), C(=O)(N1C=NC=C1)N1C=NC=C1 (carbonyldiimidazole). Product: C(\C=C\C1=CC=CC=C1)N1C(N(CC1)C=1C=NC=CC1)=O ((E)-1-cinnamyl-3-(3-pyridyl)-2-imidazolidinone). Isolated yield 70.3%. RXN SMILES: [CH2:1]([NH:10][CH2:11][CH2:12][NH:13][C:14]1[CH:15]=[N:16][CH:17]=[CH:18][CH:19]=1)/[CH:2]=[CH:3]/[C:4]1[CH:9]=[CH:8][CH:7]=[CH:6][CH:5]=1.[C:20](N1C=CN=C1)(N1C=CN=C1)=[O:21]>>[CH2:1]([N:10]1[CH2:11][CH2:12][N:13]([C:14]2[CH:15]=[N:16][CH:17]=[CH:18][CH:19]=2)[C:20]1=[O:21])/[CH:2]=[CH:3]/[C:4]1[CH:5]=[CH:6][CH:7]=[CH:8][CH:9]=1. Procedure: By treating 2.53 g of (E)-N-cinnamyl-N'-(3-pyridyl)ethylenediamine and 1.63 g of carbonyldiimidazole in the same manner as in Example 106-(2), 1.96 g of (E)-1-cinnamyl-3-(3-pyridyl)-2-imidazolidinone was obtained. The reactants are 10, ClC1=CC=C2C(=CC=NC2=C1)NCCO (7-chloro-N-(2-hydroxyethyl)-4-quinolinamine), C(C)(=O)[O-].[Na+] (sodium acetate). The reagents and catalysts are [Pd] (palladium on carbon). Solvent: CO (methanol), C(C)(=O)O (acetic acid), O (water), [OH-].[Na+] (sodium hydroxide), C(C)(C)O (isopropanol). Product: OCCNC1=CC=NC2=CC=CC=C12 (N-(2-hydroxyethyl)-4-quinolinamine). As a reaction SMILES: Cl[C:2]1[CH:11]=[C:10]2[C:5]([C:6]([NH:12][CH2:13][CH2:14][OH:15])=[CH:7][CH:8]=[N:9]2)=[CH:4][CH:3]=1.C([O-])(=O)C.[Na+]>[Pd].C(O)(C)C.CO.C(O)(=O)C.O.[OH-].[Na+]>[OH:15][CH2:14][CH2:13][NH:12][C:6]1[C:5]2[C:10](=[CH:11][CH:2]=[CH:3][CH:4]=2)[N:9]=[CH:8][CH:7]=1 |f:1.2,8.9|. Procedure: A slurry of 0.86 g of palladium on carbon in isopropanol was pipetted into a Parr shaker and to this was added a solution of 10 of 7-chloro-N-(2-hydroxyethyl)-4-quinolinamine and 6.1 g of sodium acetate in 260 ml of methanol and 7 ml of acetic acid. The mixture was hydrogenated at 51 psi (pounds per square inch) until no further reaction was observed. Upon filtration through celite and evaporation of solvents an oil resulted which was dissolved in water and basified with sodium hydroxide. A soli... Starting materials: CC1=NC2=CC=C(C=C2C(N1)=O)CN(C(=S)N)CC (N-(3,4-dihydro-2-methyl4-oxoquinazolin-6-ylmethyl)-N-ethylthiourea), C(=O)C(C(=O)OCC)Cl (ethyl formylchloroacetate). The solvent is CN(C=O)C (dimethylformamide). Reaction conditions: temperature 100 celsius. Yields the product CC1=NC2=CC=C(C=C2C(N1)=O)CN(CC)C=1SC(=CN1)C(=O)OCC (ethyl 2-[N-(3,4-dihydro-2-methyl-4-oxoquinazolin-6-ylmethyl) N-ethylamino]thiazole-5-carboxylate). Isolated yield 21.8%. As a reaction SMILES: [CH3:1][C:2]1[NH:11][C:10](=[O:12])[C:9]2[C:4](=[CH:5][CH:6]=[C:7]([CH2:13][N:14]([CH2:18][CH3:19])[C:15]([NH2:17])=[S:16])[CH:8]=2)[N:3]=1.[CH:20]([CH:22](Cl)[C:23]([O:25][CH2:26][CH3:27])=[O:24])=O>CN(C)C=O>[CH3:1][C:2]1[NH:11][C:10](=[O:12])[C:9]2[C:4](=[CH:5][CH:6]=[C:7]([CH2:13][N:14]([C:15]3[S:16][C:22]([C:23]([O:25][CH2:26][CH3:27])=[O:24])=[CH:20][N:17]=3)[CH2:18][CH3:19])[CH:8]=2)[N:3]=1. Procedure: A mixture of the thiourea (4.67 g), ethyl formylchloroacetate (Archiv der Pharmazie, 1953, 286, 494: 2.55 g) and dimethylformamide (25 ml) was stirred and heated to 100° C. for 1 hour. The mixture was cooled, filtered and the filtrate was evaporated. The residue was partitioned between methylene chloride and a saturated aqueous sodium bicarbonate solution. The organic solution was dried over sodium sulphate, filtered and evaporated. The residue was purified by trituration in ethyl acetate to giv... Starting materials: C[Si](C)(C)I, COc1ccc(C2(C)COCc3cncn32)cc1, CO, CC#N. The product is CC1(c2ccc(O)cc2)COCc2cncn21. RXN SMILES: [CH3:19][Si:20]([I:21])([CH3:22])[CH3:23].[CH3:1][O:2][c:3]1[cH:4][cH:5][c:6]([C:9]2([CH3:18])[n:10]3[c:11]([cH:15][n:16][cH:17]3)[CH2:12][O:13][CH2:14]2)[cH:7][cH:8]1.[CH3:24][OH:25].[CH3:26][C:27]#[N:28]>>[OH:2][c:3]1[cH:4][cH:5][c:6]([C:9]2([CH3:18])[n:10]3[c:11]([cH:15][n:16][cH:17]3)[CH2:12][O:13][CH2:14]2)[cH:7][cH:8]1.